describe an organic reaction: reactants, conditions, products, and yield From a dataset of the Open Reaction Database (ORD), a public repository of structured organic reaction records. Reactants: CC1(C)OB(C2=CCC3(CC2)OCCO3)OC1(C)C, O=C(CNc1ncnc2ccc(C(F)(F)F)cc12)NC1CNC1, Oc1ccccc1I, O=C1CCC(c2ccccc2O)CC1. Product: O=C(CNc1ncnc2ccc(C(F)(F)F)cc12)NC1CN(C2CCC(c3ccccc3O)CC2)C1. RXN SMILES: [CH3:23][C:24]1([CH3:25])[C:26]([CH3:27])([CH3:28])[O:29][B:30]([C:31]2=[CH:40][CH2:39][C:34]3([CH2:33][CH2:32]2)[O:35][CH2:36][CH2:37][O:38]3)[O:41]1.[NH:42]1[CH2:43][CH:44]([NH:46][C:47]([CH2:48][NH:49][c:50]2[n:51][cH:52][n:53][c:54]3[cH:55][cH:56][c:57]([C:60]([F:61])([F:62])[F:63])[cH:58][c:59]23)=[O:64])[CH2:45]1.[OH:15][c:16]1[c:17]([I:18])[cH:19][cH:20][cH:21][cH:22]1.[OH:1][c:2]1[c:3]([CH:8]2[CH2:9][CH2:10][C:11](=[O:14])[CH2:12][CH2:13]2)[cH:4][cH:5][cH:6][cH:7]1>>[OH:1][c:2]1[c:3]([CH:8]2[CH2:9][CH2:10][CH:11]([N:42]3[CH2:43][CH:44]([NH:46][C:47]([CH2:48][NH:49][c:50]4[n:51][cH:52][n:53][c:54]5[cH:55][cH:56][c:57]([C:60]([F:61])([F:62])[F:63])[cH:58][c:59]45)=[O:64])[CH2:45]3)[CH2:12][CH2:13]2)[cH:4][cH:5][cH:6][cH:7]1. As a reaction SMILES: [CH2:1]([CH3:2])[O:3][C:4](=[O:5])[c:6]1[cH:7][c:8]2[c:13]([cH:14][cH:15]1)[NH:12][CH:11]([c:16]1[cH:17][c:18](-[c:23]3[cH:24][cH:25][c:26]([C:29]([CH3:30])([CH3:31])[CH3:32])[cH:27][cH:28]3)[cH:19][c:20]([F:22])[cH:21]1)[C:10]([CH3:33])([CH3:34])[CH2:9]2.[CH3:36][CH2:37][OH:38].[ClH:35].[Na+:45].[O:39]1[CH2:40][CH2:41][CH2:42][CH2:43]1.[OH-:44].[OH2:46]>>[O:3]=[C:4]([OH:5])[c:6]1[cH:7][c:8]2[c:13]([cH:14][cH:15]1)[NH:12][CH:11]([c:16]1[cH:17][c:18](-[c:23]3[cH:24][cH:25][c:26]([C:29]([CH3:30])([CH3:31])[CH3:32])[cH:27][cH:28]3)[cH:19][c:20]([F:22])[cH:21]1)[C:10]([CH3:33])([CH3:34])[CH2:9]2. The product is CC(C)(C)c1ccc(-c2cc(F)cc(C3Nc4ccc(C(=O)O)cc4CC3(C)C)c2)cc1. Starting materials: CCOC(=O)c1ccc2c(c1)CC(C)(C)C(c1cc(F)cc(-c3ccc(C(C)(C)C)cc3)c1)N2, CCO, Cl, [Na+], C1CCOC1, [OH-], O.